Dataset: the Open Reaction Database (ORD), a public repository of structured organic reaction records. Task: describe an organic reaction: reactants, conditions, products, and yield Starting materials: C1COCCO1, CCOC(=O)Cc1cccc(Oc2ccccc2CBr)c1, [H-], [Na+], O=C1NCCO1. Yields the product CCOC(=O)Cc1cccc(Oc2ccccc2CN2CCOC2=O)c1. As a reaction SMILES: [CH2:30]1[O:31][CH2:32][CH2:33][O:34][CH2:35]1.[CH2:9]([CH3:10])[O:11][C:12]([CH2:13][c:14]1[cH:15][c:16]([O:20][c:21]2[c:22]([CH2:27][Br:28])[cH:23][cH:24][cH:25][cH:26]2)[cH:17][cH:18][cH:19]1)=[O:29].[H-:7].[Na+:8].[O:1]1[C:2](=[O:6])[NH:3][CH2:4][CH2:5]1>>[O:1]1[C:2](=[O:6])[N:3]([CH2:27][c:22]2[c:21]([O:20][c:16]3[cH:15][c:14]([CH2:13][C:12]([O:11][CH2:9][CH3:10])=[O:29])[cH:19][cH:18][cH:17]3)[cH:26][cH:25][cH:24][cH:23]2)[CH2:4][CH2:5]1. Reactants: C1=CC=CC=2NC3=C4C=CC=CC4=NC3=CC12 (Quindoline), C(C1=CC=CC=C1)Br (benzyl bromide), C(Cl)(Cl)Cl (chloroform), C(=O)([O-])[O-].[Na+].[Na+] (Na2CO3). Run at temperature 140 celsius. The product is [Cl-].C(C1=CC=CC=C1)[N+]1=C2C=CC=CC2=CC=2N(C3=CC=CC=C3C12)CC1=CC=CC=C1 (5,10-Dibenzylquindolinium Chloride). Isolated yield 32.7%. As a reaction SMILES: [CH:1]1[C:17]2[CH:16]=[C:15]3[C:7](=[C:8]4[C:13](=[N:14]3)[CH:12]=[CH:11][CH:10]=[CH:9]4)[NH:6][C:5]=2[CH:4]=[CH:3][CH:2]=1.[CH2:18](Br)[C:19]1[CH:24]=[CH:23][CH:22]=[CH:21][CH:20]=1.C([O-])([O-])=O.[Na+].[Na+].C(Cl)(Cl)[Cl:33]>>[Cl-:33].[CH2:18]([N+:6]1[C:7]2[C:8]3[C:13](=[CH:12][CH:11]=[CH:10][CH:9]=3)[N:14]([CH2:7][C:8]3[CH:13]=[CH:12][CH:11]=[CH:10][CH:9]=3)[C:15]=2[CH:16]=[C:17]2[C:5]=1[CH:4]=[CH:3][CH:2]=[CH:1]2)[C:19]1[CH:24]=[CH:23][CH:22]=[CH:21][CH:20]=1 |f:2.3.4,6.7|. Procedure: A suspension of quindoline (1 g, 4.58 mmol) from Example 2, benzyl bromide (3 mL, 25.1 mmol) and dry chloroform (5 mL) was heated in a bomb at 140° C. for 48 hours. A solution of aqueous 5% Na2CO3 (100 mL) was added and the reaction mixture was extracted with chloroform (2×250 mL). The extract was evaporated to dryness. The residue was purified on a basic alumina column eluting with 1-2% MeOH in CHCl3, and the combined fractions were acidified with a solution of 1.0 M HCl in ether and concentrat...